Dataset: the Open Reaction Database (ORD), a public repository of structured organic reaction records. Task: describe an organic reaction: reactants, conditions, products, and yield Starting materials: ClCCl, CCOCC, CN(C)c1ccc(C(O)C#Cc2ccncc2)cc1, C#CC(O)c1ccc(N(C)C)cc1, O=[Cr](=O)([O-])O[Cr](=O)(=O)[O-], c1cc[nH+]cc1, c1cc[nH+]cc1. Product: CN(C)c1ccc(C(=O)C#Cc2ccncc2)cc1. RXN SMILES: [CH2:22]([Cl:23])[Cl:24].[CH2:57]([O:58][CH2:59][CH3:60])[CH3:61].[CH3:25][N:26]([c:27]1[cH:28][cH:29][c:30]([CH:33]([OH:34])[C:35]#[C:36][c:37]2[cH:38][cH:39][n:40][cH:41][cH:42]2)[cH:31][cH:32]1)[CH3:43].[CH3:44][N:45]([CH3:46])[c:47]1[cH:48][cH:49][c:50]([CH:51]([C:52]#[CH:53])[OH:54])[cH:55][cH:56]1.[Cr:1]([O:2][Cr:3]([O-:4])(=[O:5])=[O:6])([O-:7])(=[O:8])=[O:9].[nH+:10]1[cH:11][cH:12][cH:13][cH:14][cH:15]1.[nH+:16]1[cH:17][cH:18][cH:19][cH:20][cH:21]1>>[CH3:25][N:26]([c:27]1[cH:28][cH:29][c:30]([C:33](=[O:34])[C:35]#[C:36][c:37]2[cH:38][cH:39][n:40][cH:41][cH:42]2)[cH:31][cH:32]1)[CH3:43]. Starting materials: CC(COc1ccc(CC2SC(=O)NC2=O)cc1)NCC(O)CN(C)c1ccccc1, CN(C)C=O. RXN SMILES: [CH3:1][N:2]([c:3]1[cH:4][cH:5][cH:6][cH:7][cH:8]1)[CH2:9][CH:10]([CH2:11][NH:12][CH:13]([CH2:14][O:15][c:16]1[cH:17][cH:18][c:19]([CH2:20][CH:21]2[C:22](=[O:27])[NH:23][C:24](=[O:26])[S:25]2)[cH:28][cH:29]1)[CH3:30])[OH:31].[CH3:32][N:33]([CH:34]=[O:35])[CH3:36]>>[CH3:1][N:2]([c:3]1[cH:4][cH:5][cH:6][cH:7][cH:8]1)[CH2:9][CH:10]1[CH2:11][N:12]([CH:13]([CH2:14][O:15][c:16]2[cH:17][cH:18][c:19]([CH2:20][CH:21]3[C:22](=[O:27])[NH:23][C:24](=[O:26])[S:25]3)[cH:28][cH:29]2)[CH3:30])[C:34](=[O:35])[O:31]1. The product is CC(COc1ccc(CC2SC(=O)NC2=O)cc1)N1CC(CN(C)c2ccccc2)OC1=O. Reactants: Brc1cnc(-n2ccnc2)nc1, O=C([O-])[O-], CO, [Cs+], [Cs+], N#N, C1COCCO1, O, CC(c1ccc(B2OC(C)(C)C(C)(C)O2)cc1)N1CCC(CC(C)(C)O)(c2ccccc2)OC1=O. Product: CC(c1ccc(-c2cnc(-n3ccnc3)nc2)cc1)N1CCC(CC(C)(C)O)(c2ccccc2)OC1=O. RXN SMILES: [Br:36][c:37]1[cH:38][n:39][c:40](-[n:43]2[cH:44][n:45][cH:46][cH:47]2)[n:41][cH:42]1.[C:48](=[O:49])([O-:50])[O-:51].[CH3:56][OH:57].[Cs+:52].[Cs+:53].[N:54]#[N:55].[O:58]1[CH2:59][CH2:60][O:61][CH2:62][CH2:63]1.[OH2:64].[OH:1][C:2]([CH2:3][C:4]1([c:28]2[cH:29][cH:30][cH:31][cH:32][cH:33]2)[CH2:5][CH2:6][N:7]([CH:11]([CH3:12])[c:13]2[cH:14][cH:15][c:16]([B:19]3[O:20][C:21]([CH3:22])([CH3:23])[C:24]([CH3:25])([CH3:26])[O:27]3)[cH:17][cH:18]2)[C:8](=[O:10])[O:9]1)([CH3:34])[CH3:35]>>[OH:1][C:2]([CH2:3][C:4]1([c:28]2[cH:29][cH:30][cH:31][cH:32][cH:33]2)[CH2:5][CH2:6][N:7]([CH:11]([CH3:12])[c:13]2[cH:14][cH:15][c:16](-[c:37]3[cH:38][n:39][c:40](-[n:43]4[cH:44][n:45][cH:46][cH:47]4)[n:41][cH:42]3)[cH:17][cH:18]2)[C:8](=[O:10])[O:9]1)([CH3:34])[CH3:35]. Reactants: O=C([O-])[O-], COc1cc2c(Cl)ncnc2cc1OCCN1CCCCC1, [K+], [K+], [Na+], CN(C)C=O, [OH-], Oc1ccc2cccnc2c1. The product is COc1cc2c(Oc3ccc4cccnc4c3)ncnc2cc1OCCN1CCCCC1. RXN SMILES: [C:23](=[O:24])([O-:25])[O-:26].[Cl:1][c:2]1[n:3][cH:4][n:5][c:6]2[cH:7][c:8]([O:14][CH2:15][CH2:16][N:17]3[CH2:18][CH2:19][CH2:20][CH2:21][CH2:22]3)[c:9]([O:12][CH3:13])[cH:10][c:11]12.[K+:27].[K+:28].[Na+:41].[O:42]=[CH:43][N:44]([CH3:45])[CH3:46].[OH-:40].[OH:29][c:30]1[cH:31][cH:32][c:33]2[cH:34][cH:35][cH:36][n:37][c:38]2[cH:39]1>>[c:2]1([O:29][c:30]2[cH:31][cH:32][c:33]3[cH:34][cH:35][cH:36][n:37][c:38]3[cH:39]2)[n:3][cH:4][n:5][c:6]2[cH:7][c:8]([O:14][CH2:15][CH2:16][N:17]3[CH2:18][CH2:19][CH2:20][CH2:21][CH2:22]3)[c:9]([O:12][CH3:13])[cH:10][c:11]12.